This data is from the Open Reaction Database (ORD), a public repository of structured organic reaction records. The task is: describe an organic reaction: reactants, conditions, products, and yield The reactants are Cl.CN1CC2N(CC3=C1C=CC(=C3)[N+](=O)[O-])CCC2 (10-methyl-7-nitro-2,3,5,10,11,11a-hexahydro-1H-pyrrolo[2,1-c][1,4]benzodiazapine hydrochloride), Pd-. Run in CO (methanol). Conditions: time 1 hour. Yields the product Cl.NC=1C=CC2=C(CN3C(CN2C)CCC3)C1 (7-Amino-10-methyl-2,3,5,10,11,11a-hexahydro-1H-pyrrolo[2,1-c][1,4]benzodiazapine Hydrochloride). As a reaction SMILES: [ClH:1].[CH3:2][N:3]1[C:9]2[CH:10]=[CH:11][C:12]([N+:14]([O-])=O)=[CH:13][C:8]=2[CH2:7][N:6]2[CH2:17][CH2:18][CH2:19][CH:5]2[CH2:4]1>CO>[ClH:1].[NH2:14][C:12]1[CH:11]=[CH:10][C:9]2[N:3]([CH3:2])[CH2:4][CH:5]3[CH2:19][CH2:18][CH2:17][N:6]3[CH2:7][C:8]=2[CH:13]=1 |f:0.1,3.4|. Procedure: To 10-methyl-7-nitro-2,3,5,10,11,11a-hexahydro-1H-pyrrolo[2,1-c][1,4]benzodiazapine hydrochloride (2.6 g, 9.16 mmol) in methanol (100 ml) was added a catalytic amount of 10% Pd--C. The mixture was hydrogenated at 50 psi for 1 h, filtered, and concentrated to an oil which was used immediately in the next reaction. Reactants: FC(OC1=CC=C(C=C1)N=C=O)(F)F (4-trifluoromethoxy-phenyl isocyanate), N1N=CCC1 (4,5-dihydropyrazole), C(C)OCC (diethyl ether). Reagents/catalysts: C(C)N(CC)CC (triethylamine). Run in C(C)#N (acetonitrile). Conditions: time 2 hour. Yields the product N1(N=CCC1)C(=O)NC1=CC=CC=C1 (4,5-dihydro-1-pyrazole-carboxanilide). Reaction SMILES: [NH:1]1[CH2:5][CH2:4][CH:3]=[N:2]1.FC(F)(F)O[C:9]1[CH:14]=[CH:13][C:12]([N:15]=[C:16]=[O:17])=[CH:11][CH:10]=1.C(OCC)C>C(#N)C.C(N(CC)CC)C>[N:2]1([C:16]([NH:15][C:12]2[CH:13]=[CH:14][CH:9]=[CH:10][CH:11]=2)=[O:17])[CH2:3][CH2:4][CH:5]=[N:1]1. Procedure: 2.76 g (0,008 mol) of 3-(4'-chlorophenyl)-4-(4"-methyl-3"-trifluoromethyl-Δ2" -1",2",4"-triazolin-5"-on-1"-yl)-4,5-dihydropyrazole are dissolved in 20 ml of acetonitrile (anhydrous) at 60° C. until a clear solution has formed, this solution is treated with 1.7 g of 4-trifluoromethoxy-phenyl isocyanate, and 2drops of triethylamine are added. The mixture is subsequently allowed to stand for 2 hours at room temperature. The solvent is subsequently stripped off in vacuo, the residue is treated with ... Reactants: C(C)=O (acetaldehyde), COC(CC#N)=O (methyl-cyanoacetate). The product is C(#N)C(C(=O)OC)=CC (methyl 2-cyanobut-2-enoate). RXN SMILES: [CH:1](=O)[CH3:2].[CH3:4][O:5][C:6](=[O:10])[CH2:7][C:8]#[N:9]>>[C:8]([C:7](=[CH:1][CH3:2])[C:6]([O:5][CH3:4])=[O:10])#[N:9]. Reported procedure: Similarly to Example 1a), acetaldehyde was reacted with methyl-cyanoacetate in a Knoevenagel reaction to give methyl 2-cyanobut-2-enoate. Starting materials: S1N=CC(=C1)C(C(=O)O)=O (2-(isothiazol-4-yl)glyoxylic acid), [OH-].[Mg+2].[OH-] (magnesium hydroxide), ONCl (hydroxylamino hydrochloride). Run in C(C)O (ethanol), O (water). Conditions: time 2 hour. The product is ON=C(C(=O)O)C=1C=NSC1 (2-hydroxyimino-2-(isothiazol-4-yl)acetic acid). The yield is 76.1%. RXN SMILES: [S:1]1[CH:5]=[C:4]([C:6](=O)[C:7]([OH:9])=[O:8])[CH:3]=[N:2]1.[OH-].[Mg+2].[OH-].[OH:14][NH:15]Cl>C(O)C.O>[OH:14][N:15]=[C:6]([C:4]1[CH:3]=[N:2][S:1][CH:5]=1)[C:7]([OH:9])=[O:8] |f:1.2.3|. Procedure: A suspension of 2-(isothiazol-4-yl)glyoxylic acid (240 mg.), magnesium hydroxide (290 mg.) and hydroxylamino hydrochloride (140 mg.) in a mixture of ethanol (2 ml.) and water (10 ml.) was stirred for 2 hours at ambient temperature and allowed to stand overnight at ambient temperature. Ethanol was distilled off and to the residue was added ethyl acetate. The mixture was adjusted to pH 1 with 10% hydrochloric acid and the ethyl acetate layer was washed with water and dried over magnesium sulfate. ... Starting materials: C(=O)=O (dry ice), C(C(=O)OC)(=O)OC (dimethyl oxalate), solution, [Li]C(C)(C)C (tBuLi), CCCCC (pentane), C(C)N1C=CC2=CC=CC(=C12)Br (1-ethyl-7-bromoindole). Solvent: C1CCOC1 (THF), CCOC(=O)C (EtOAc), C1CCOC1 (THF). Reaction conditions: temperature -78 celsius, time 15 minute. The product is EtOAc hexanes, COC(C(=O)C=1C=CC=C2C=CN(C12)CC)=O ((1-Ethyl-1H-indol-7-yl)-oxo-acetic acid methyl ester). The yield is 82.8%. Reaction SMILES: [CH2:1]([N:3]1[C:11]2[C:6](=[CH:7][CH:8]=[CH:9][C:10]=2Br)[CH:5]=[CH:4]1)[CH3:2].[Li]C(C)(C)C.CCCCC.C(=O)=O.[C:26](OC)(=[O:31])[C:27]([O:29][CH3:30])=[O:28]>C1COCC1.CCOC(C)=O>[CH3:30][O:29][C:27](=[O:28])[C:26]([C:10]1[CH:9]=[CH:8][CH:7]=[C:6]2[C:11]=1[N:3]([CH2:1][CH3:2])[CH:4]=[CH:5]2)=[O:31]. Procedure: A solution of 1-ethyl-7-bromoindole (2.1 g, 9.4 mmol) in THF (50 mL) was cooled to −78° C. and a 1.7 M solution of tBuLi in pentane (13.8 mL, 23.5 mmol) was added dropwise over 10 min. After 15 min, the resultant brown solution was transferred over 30 min via a cannula cooled with dry ice to a solution of dimethyl oxalate (3.88 g, 32.9 mmol) in THF (40 mL) maintained at −78° C. After 15 min, the mixture was allowed to warm to room temperature and stirred 4 h. The brown solution was treated with ... Starting materials: BrCCCCCCBr, [Li]CCCC, Cc1cc(C)on1, CCCCCC, CC(C)NC(C)C, [Cl-], [NH4+], C1CCOC1. The product is Cc1cc(CCCCCCCBr)on1. RXN SMILES: [Br:20][CH2:21][CH2:22][CH2:23][CH2:24][CH2:25][CH2:26][Br:27].[CH2:8]([Li:9])[CH2:10][CH2:11][CH3:12].[CH3:13][c:14]1[n:15][o:16][c:17]([CH3:19])[cH:18]1.[CH3:35][CH2:36][CH2:37][CH2:38][CH2:39][CH3:40].[CH:1]([NH:2][CH:3]([CH3:4])[CH3:5])([CH3:6])[CH3:7].[Cl-:28].[NH4+:29].[O:30]1[CH2:31][CH2:32][CH2:33][CH2:34]1>>[CH3:13][c:14]1[n:15][o:16][c:17]([CH2:19][CH2:26][CH2:25][CH2:24][CH2:23][CH2:22][CH2:21][Br:20])[cH:18]1.